Dataset: the Open Reaction Database (ORD), a public repository of structured organic reaction records. Task: describe an organic reaction: reactants, conditions, products, and yield The reactants are N1C(=O)NC=2N=CNC2C1=O (Xanthine), O=P(Cl)(Cl)Cl (phosphorus oxytrichloride), ClC1=NC(=C2N=CNC2=N1)Cl (2,6-dichloro-9H-purine), CNC (N,N-dimethylamine). The product is ClC1=NC(=C2N=CNC2=N1)N(C)C (2-chloro-6-(N,N-dimethylamino)-9H-purine). Reaction SMILES: [NH:1]1[C:10](=O)C2NC=NC=2N[C:2]1=O.O=P(Cl)(Cl)Cl.[Cl:17][C:18]1[N:26]=[C:25]2[C:21]([N:22]=[CH:23][NH:24]2)=[C:20](Cl)[N:19]=1.CNC>>[Cl:17][C:18]1[N:26]=[C:25]2[C:21]([N:22]=[CH:23][NH:24]2)=[C:20]([N:1]([CH3:10])[CH3:2])[N:19]=1. Procedure details: Xanthine (2,6-dihydroxy-9H-purine) is converted by reaction with phosphorus oxytrichloride in accordance with G. B. Elion and G. H. Hitchings, J. Am. Chem. Soc. 78, 3508 (1956) into the 2,6-dichloro-9H-purine and the latter is reacted with N,N-dimethylamine in accordance with J. A. Montgomery and L. B. Holum, J. Am. Chem. Soc. 80, 404 (1958) to form 2-chloro-6-(N,N-dimethylamino)-9H-purine. The reactants are NC=1C(N(C(=CC1)C)CC(=O)OCC)=O (ethyl (3-amino-6-methyl-2-oxo-1,2-dihydropyridyl)acetate), N1=C(C=C(C=C1C)C)C (2,4,6-collidine), C(C1=CC=CC=C1)S(=O)(=O)Cl (benzylsulfonyl chloride). Run in O1CCCC1 (tetrahydrofuran), O1CCCC1 (tetrahydrofuran), C(C)(=O)OCC (ethyl acetate). Reaction conditions: temperature 0 celsius, time 30 minute. The product is C(C1=CC=CC=C1)S(=O)(=O)NC=1C(N(C(=CC1)C)CC(=O)OCC)=O (Ethyl [3-[(Benzylsulfonyl)amino]-6-methyl-2-oxo-1,2-dihydropyridyl]acetate). Reaction SMILES: [NH2:1][C:2]1[C:3](=[O:15])[N:4]([CH2:9][C:10]([O:12][CH2:13][CH3:14])=[O:11])[C:5]([CH3:8])=[CH:6][CH:7]=1.N1C(C)=CC(C)=CC=1C.[CH2:25]([S:32](Cl)(=[O:34])=[O:33])[C:26]1[CH:31]=[CH:30][CH:29]=[CH:28][CH:27]=1>O1CCCC1.C(OCC)(=O)C>[CH2:25]([S:32]([NH:1][C:2]1[C:3](=[O:15])[N:4]([CH2:9][C:10]([O:12][CH2:13][CH3:14])=[O:11])[C:5]([CH3:8])=[CH:6][CH:7]=1)(=[O:34])=[O:33])[C:26]1[CH:31]=[CH:30][CH:29]=[CH:28][CH:27]=1. Procedure: A stirred solution of ethyl (3-amino-6-methyl-2-oxo-1,2-dihydropyridyl)acetate (0.55 g, 2.6 mmole) and 2,4,6-collidine (1.2 mL, 5.2 mmole) in tetrahydrofuran (10 mL) is cooled in an ice bath. A solution of benzylsulfonyl chloride (0.50 g, 2.6 mmole) in tetrahydrofuran (10 mL) is added over a 15 minute period. After addition is complete, the solution is stirred for 30 minutes at 0° C. The reaction mixture is diluted with ethyl acetate (100 mL), washed with 1.0N HCl (until aqueous layer is pH 1), ... Starting materials: ClC1=C(C=CC=C1)C1=CC=C(C=C1)C(CCC(=O)OC)=O (methyl 4-(2'-chloro-4-biphenylyl)-4-oxo-butyrate), Cl(=O)(=O)(=O)O (perchloric acid). Reagents/catalysts: [Pd] (palladium/barium sulfate). Run in C(C)(=O)O (acetic acid). Product: ClC1=C(C=CC=C1)C1=CC=C(C=C1)CCCC(=O)O (4-(2'-Chloro-4-biphenylyl)-butyric acid). Yield: 62.0%. Reaction SMILES: [Cl:1][C:2]1[CH:7]=[CH:6][CH:5]=[CH:4][C:3]=1[C:8]1[CH:13]=[CH:12][C:11]([C:14](=O)[CH2:15][CH2:16][C:17]([O:19]C)=[O:18])=[CH:10][CH:9]=1.Cl(O)(=O)(=O)=O>C(O)(=O)C.[Pd]>[Cl:1][C:2]1[CH:7]=[CH:6][CH:5]=[CH:4][C:3]=1[C:8]1[CH:13]=[CH:12][C:11]([CH2:14][CH2:15][CH2:16][C:17]([OH:19])=[O:18])=[CH:10][CH:9]=1. Reported procedure: A solution of 17.8 gm (59 millimols) of methyl 4-(2'-chloro-4-biphenylyl)-4-oxo-butyrate in 150 ml of anhydrous acetic acid was admixed with 4 ml of perchloric acid of 70% and hydrogenated in the presence of 4 gm of palladium/barium sulfate (5%) at 5 atmospheres and at room temperature for 8 hours. The catalyst was vacuum-filtered off and the solvent was removed in vacuo; the residue was taken up in water and ethylene chloride. The carboxylic acid obtained from the separated organic phase was ex... Reactants: N[C@@H]([C@H](O)C)C(=O)OCC1=CC=CC=C1.Cl (H-Thr-OBzl.HCl), N([C@@H](CO)C(=O)O)C(=O)OC(C)(C)C (BOC-Ser-OH), CCCCC(C(CC[C@H]1[C@@H](CC(=O)[C@@H]1CCCCCCC(=O)O)O)O)(F)F.C1CCC(CC1)NC2CCCCC2 (Dicyclohexylammonium salt), C1(CCCCC1)N=C=NC1CCCCC1 (dicyclohexylcarbodiimide). Run in C(Cl)Cl (methylene chloride), C(Cl)Cl (methylene chloride), C(Cl)Cl (methylene chloride). Reaction conditions: temperature -5 celsius, time 8 hour. Yields the product N([C@@H](CO)C(=O)N[C@@H]([C@H](O)C)C(=O)OCC1=CC=CC=C1)C(=O)OC(C)(C)C (BOC-Ser-Thr-OBzl). RXN SMILES: [NH2:1][C@H:2]([C:6]([O:8][CH2:9][C:10]1[CH:15]=[CH:14][CH:13]=[CH:12][CH:11]=1)=[O:7])[C@@H:3]([CH3:5])[OH:4].Cl.[NH:17]([C:24]([O:26][C:27]([CH3:30])([CH3:29])[CH3:28])=[O:25])[C@H:18]([C:21](O)=[O:22])[CH2:19][OH:20].CCCCC(F)(F)C(O)CC[C@@H]1[C@@H](CCCCCCC(O)=O)C(=O)C[C@H]1O.C1CCC(NC2CCCCC2)CC1.C1(N=C=NC2CCCCC2)CCCCC1>C(Cl)Cl>[NH:17]([C:24]([O:26][C:27]([CH3:30])([CH3:29])[CH3:28])=[O:25])[C@H:18]([C:19]([NH:1][C@H:2]([C:6]([O:8][CH2:9][C:10]1[CH:11]=[CH:12][CH:13]=[CH:14][CH:15]=1)=[O:7])[C@@H:3]([CH3:5])[OH:4])=[O:20])[CH2:21][OH:22] |f:0.1,3.4|. Procedure details: 47.0 g of H-Thr-OBzl.HCl in 300 ml of methylene chloride are added to a solution of 73.8 g of BOC-Ser-OH.Dicyclohexylammonium salt in 500 ml of methylene chloride and the mixture stirred for 10 minutes at room temperature and then cooled to -5° C. A solution of 40.1 g of dicyclohexylcarbodiimide in 90 ml of methylene chloride is added dropwise at this temperature. The mixture is stirred for 3 hours at -5° C. and overnight at room temperature. After filtering off the dicyclohexylurea and dicycloh... Starting materials: C1(CCCCC1)=O (cyclohexanone), C(=C)Cl.C=CC (vinylchloride propylene). Yields the product CC(C)(C1=CC=C(C=C1)O)C2=CC=C(C=C2)O.C1C(O1)CCl (Epon 828), solids. The yield is 20.0%. RXN SMILES: [CH:1]([Cl:3])=[CH2:2].[CH2:4]=[CH:5][CH3:6].[C:7]1(=[O:13])[CH2:12][CH2:11][CH2:10][CH2:9][CH2:8]1>>[CH3:4][C:5]([C:2]1[CH:1]=[CH:12][C:7]([OH:13])=[CH:8][CH:9]=1)([C:10]1[CH:11]=[CH:12][C:7]([OH:13])=[CH:8][CH:9]=1)[CH3:6].[CH2:7]1[O:13][CH:2]1[CH2:1][Cl:3] |f:0.1,3.4|. Procedure details: The following specimens were prepared by mixing varying parts of a vinylchloride/propylene (97/3) copolymer (Airco No. 480) and Epon 828 at room temperature in cyclohexanone solvent to give 20% solids. Reactants: Teflon, C(C)(C)(C)OC(=O)N[C@H]1CN(C[C@H](C1)NC(=O)OC(C)(C)C)C1=NC2=CC=C(C=C2N=C1N1C[C@@H](C[C@@H](C1)NC(=O)OC(C)(C)C)NC(=O)OC(C)(C)C)NC(=O)C1=CC=C(C=C1)NC(=O)C1=C(C2=CC=CC=C2C=C1)O (1-Hydroxy-naphthalene-2-carboxylic acid [4-(2,3-bis-((3R,5S)-3,5-bis-(tert-Butoxycarbonylamino)-piperidin-1-yl)-quinoxalin-6-ylcarbamoyl)-phenyl]-amide), Cl (HCl). Run in CO (MeOH), C(=O)(C(F)(F)F)O (TFA). Conditions: time 20 second. Yields the product N[C@H]1CN(C[C@H](C1)N)C1=NC2=CC=C(C=C2N=C1N1C[C@@H](C[C@@H](C1)N)N)NC(=O)C1=CC=C(C=C1)NC(=O)C1=C(C2=CC=CC=C2C=C1)O (1-Hydroxy-naphthalene-2-carboxylic acid [4-(2,3-Bis-((3R,5S)-3,5-diamino-piperidin-1-yl)-quinoxalin-6-ylcarbamoyl)-phenyl]-amide). The yield is 78.7%. RXN SMILES: C(OC([NH:8][C@@H:9]1[CH2:14][C@H:13]([NH:15]C(OC(C)(C)C)=O)[CH2:12][N:11]([C:23]2[C:32]([N:33]3[CH2:38][C@@H:37]([NH:39]C(OC(C)(C)C)=O)[CH2:36][C@@H:35]([NH:47]C(OC(C)(C)C)=O)[CH2:34]3)=[N:31][C:30]3[C:25](=[CH:26][CH:27]=[C:28]([NH:55][C:56]([C:58]4[CH:63]=[CH:62][C:61]([NH:64][C:65]([C:67]5[CH:76]=[CH:75][C:74]6[C:69](=[CH:70][CH:71]=[CH:72][CH:73]=6)[C:68]=5[OH:77])=[O:66])=[CH:60][CH:59]=4)=[O:57])[CH:29]=3)[N:24]=2)[CH2:10]1)=O)(C)(C)C.Cl>C(O)(C(F)(F)F)=O.CO>[NH2:15][C@@H:13]1[CH2:14][C@H:9]([NH2:8])[CH2:10][N:11]([C:23]2[C:32]([N:33]3[CH2:34][C@@H:35]([NH2:47])[CH2:36][C@@H:37]([NH2:39])[CH2:38]3)=[N:31][C:30]3[C:25](=[CH:26][CH:27]=[C:28]([NH:55][C:56]([C:58]4[CH:63]=[CH:62][C:61]([NH:64][C:65]([C:67]5[CH:76]=[CH:75][C:74]6[C:69](=[CH:70][CH:71]=[CH:72][CH:73]=6)[C:68]=5[OH:77])=[O:66])=[CH:60][CH:59]=4)=[O:57])[CH:29]=3)[N:24]=2)[CH2:12]1. Procedure: 1-Hydroxy-naphthalene-2-carboxylic acid [4-(2,3-bis-((3R,5S)-3,5-bis-(tert-Butoxycarbonylamino)-piperidin-1-yl)-quinoxalin-6-ylcarbamoyl)-phenyl]-amide (253) (9 mg, 8.5 μmmol) was dissolved in TFA (1 mL) and the mixture was shaken in a Teflon septum capped vial at room temperature for 3 hours. LC-MS indicated complete de-protection at this point. The solution was concentrated to give an orange oil. The oil was dissolved in MeOH (1 mL) and HCl (1 mL, 4.0 M in dioxane) was added and the mixture wa... The reactants are Brc1ccc(-c2nc3ccccc3s2)cc1, [Li]CCCC, C1CCOC1, O, c1ccc(-c2ccnc3c2ccc2c(-c4ccccc4)ccnc23)cc1. The product is c1ccc(-c2ccnc3c2ccc2c(-c4ccccc4)cc(-c4ccc(-c5nc6ccccc6s5)cc4)nc23)cc1. As a reaction SMILES: [Br:1][c:2]1[cH:3][cH:4][c:5](-[c:8]2[s:9][c:10]3[c:11]([n:12]2)[cH:13][cH:14][cH:15][cH:16]3)[cH:6][cH:7]1.[CH2:17]([Li:18])[CH2:19][CH2:20][CH3:21].[CH2:49]1[O:50][CH2:51][CH2:52][CH2:53]1.[OH2:48].[c:22]1(-[c:28]2[cH:29][cH:30][n:31][c:32]3[c:33]4[n:34][cH:35][cH:36][c:37](-[c:42]5[cH:43][cH:44][cH:45][cH:46][cH:47]5)[c:38]4[cH:39][cH:40][c:41]23)[cH:23][cH:24][cH:25][cH:26][cH:27]1>>[c:2]1(-[c:35]2[n:34][c:33]3[c:32]4[n:31][cH:30][cH:29][c:28](-[c:22]5[cH:23][cH:24][cH:25][cH:26][cH:27]5)[c:41]4[cH:40][cH:39][c:38]3[c:37](-[c:42]3[cH:43][cH:44][cH:45][cH:46][cH:47]3)[cH:36]2)[cH:3][cH:4][c:5](-[c:8]2[s:9][c:10]3[c:11]([n:12]2)[cH:13][cH:14][cH:15][cH:16]3)[cH:6][cH:7]1. Reactants: ClC1=CC=C(C=C1)C(=O)C1=C(C=CC=C1)NC1=NC=CC=C1[N+](=O)[O-] ((4-chlorophenyl)[2-[(3-nitro-2-pyridinyl)amino]phenyl]methanone), C(C)(=O)O.O (acetic acid water), ice, C(C)(=O)OCC.CO (ethyl acetate methanol). Reagents/catalysts: [Cl-].[Cl-].[Cl-].[Ti+3] (titanium trichloride), [Cl-].[Cl-].[Cl-].[Ti+3] (titanium trichloride). The solvent is O (water), O (water). Conditions: time 20 minute. The product is NC=1C(=NC=CC1)NC1=C(C=CC=C1)C(=O)C1=CC=C(C=C1)Cl ([2-[(3-Amino-2-pyridinyl)amino]phenyl](4-chlorophenyl)methanone). The yield is 59.4%. RXN SMILES: [Cl:1][C:2]1[CH:7]=[CH:6][C:5]([C:8]([C:10]2[CH:15]=[CH:14][CH:13]=[CH:12][C:11]=2[NH:16][C:17]2[C:22]([N+:23]([O-])=O)=[CH:21][CH:20]=[CH:19][N:18]=2)=[O:9])=[CH:4][CH:3]=1.C(OCC)(=O)C.CO.C(O)(=O)C.O>O.[Cl-].[Cl-].[Cl-].[Ti+3]>[NH2:23][C:22]1[C:17]([NH:16][C:11]2[CH:12]=[CH:13][CH:14]=[CH:15][C:10]=2[C:8]([C:5]2[CH:4]=[CH:3][C:2]([Cl:1])=[CH:7][CH:6]=2)=[O:9])=[N:18][CH:19]=[CH:20][CH:21]=1 |f:1.2,3.4,6.7.8.9|. Reported procedure: Under an atmosphere of nitrogen, 29 g (0.187 mole) of titanium trichloride was added portionwise (cautiously; in hood) to 200 g of ice and the resulting solution was diluted to 250 ml volume with water. This was added, all at once, at 30° C. to a stirred solution of 11.0 g (0.0312 mole) of (4-chlorophenyl)[2-[(3-nitro-2-pyridinyl)amino]phenyl]methanone, 300 ml of ethyl acetate:methanol (1:1), 100 ml of acetic acid:water (1:1) and 20 ml more solution of titanium trichloride. The reaction mixture ...